describe an organic reaction: reactants, conditions, products, and yield From a dataset of the Open Reaction Database (ORD), a public repository of structured organic reaction records. The reactants are C(C(C)=C)Cl (methallyl chloride), C(C)[SiH](C)CC (diethylmethylsilane), 22328b, C[SiH](Cl)Cl (methyldichlorosilane), Cl[SiH](Cl)Cl (trichlorosilane), [2H][Si](Cl)(Cl)Cl (deuterotrichlorosilane), C(C(C)=C)Cl (methallyl chloride), C(C=C)Cl (allyl chloride), C[SiH](Cl)C (dimethylchlorosilane). Product: ClC[Si](CC)(CC)CC(C)C (chloroisobutyldiethylmethylsilane). The yield is 45.0%. As a reaction SMILES: [CH2:1](Cl)[C:2](=[CH2:4])[CH3:3].[CH2:6]([Cl:9])C=C.Cl[SiH](Cl)Cl.C[SiH](Cl)Cl.C[SiH](C)Cl.[2H][Si](Cl)(Cl)Cl.[CH2:27]([SiH:29]([CH2:31][CH3:32])C)[CH3:28]>>[Cl:9][CH2:6][Si:29]([CH2:1][CH:2]([CH3:4])[CH3:3])([CH2:31][CH3:32])[CH2:27][CH3:28]. Procedure: Reactions of methallyl chloride with methyldichlorosilane and ethyldichlorosilane are reported in Chem. Abstract 50, 13726e (1956). The reaction of methyldichlorosilane with allyl chloride using chloroplatinic acid catalyst is reported to give a 40 percent yield of chloropropylmethyldichlorosilane, while the corresponding methallyl chloride reaction yields 70 percent of chloroisobutylmethyldichlorosilane (see Chem. Abstract 54, 22328b (1960). Higher yields of expected products were reported for ... Reactants: c1ccc2c(c1)CCN2, O=C1Nc2ncccc2C12Cc1cc3ccc(Cl)nc3cc1C2. Yields the product O=C1Nc2ncccc2C12Cc1cc3ccc(N4CCc5ccccc54)nc3cc1C2. RXN SMILES: [CH2:24]1[CH2:25][c:26]2[cH:27][cH:28][cH:29][cH:30][c:31]2[NH:32]1.[Cl:1][c:2]1[n:3][c:4]2[cH:5][c:6]3[c:7]([cH:8][c:9]2[cH:10][cH:11]1)[CH2:12][C:13]1([CH2:14]3)[C:15](=[O:23])[NH:16][c:17]2[n:18][cH:19][cH:20][cH:21][c:22]21>>[c:2]1([N:32]2[CH2:24][CH2:25][c:26]3[cH:27][cH:28][cH:29][cH:30][c:31]32)[n:3][c:4]2[cH:5][c:6]3[c:7]([cH:8][c:9]2[cH:10][cH:11]1)[CH2:12][C:13]1([CH2:14]3)[C:15](=[O:23])[NH:16][c:17]2[n:18][cH:19][cH:20][cH:21][c:22]21. The reactants are [Cl-], ClCCCl, [Na+], O=P(Cl)(Cl)Cl, NC(=O)C1CCN(CC=Cc2ccccc2)CC1. Product: N#CC1CCN(CC=Cc2ccccc2)CC1. As a reaction SMILES: [Cl-:25].[Cl:26][CH2:27][CH2:28][Cl:29].[Na+:24].[P:19]([Cl:20])([Cl:21])([Cl:22])=[O:23].[c:1]1([CH:7]=[CH:8][CH2:9][N:10]2[CH2:11][CH2:12][CH:13]([C:16](=[O:17])[NH2:18])[CH2:14][CH2:15]2)[cH:2][cH:3][cH:4][cH:5][cH:6]1>>[c:1]1([CH:7]=[CH:8][CH2:9][N:10]2[CH2:11][CH2:12][CH:13]([C:16]#[N:18])[CH2:14][CH2:15]2)[cH:2][cH:3][cH:4][cH:5][cH:6]1. Starting materials: ClC=1C2=C(N=C(N1)N)NC=C2 (4-Chloro-7H-pyrrolo[2,3-d]pyrimidin-2-amine), O1C(=CC=C1)C(=O)NN (2-furoic acid hydrazide). Solvent: C(CCC)O (n-butanol). Run at temperature 120 celsius, time 2 hour. Yields the product NC=1N=C(C2=C(N1)NC=C2)NNC(=O)C=2OC=CC2 (N′-(2-amino-7H-pyrrolo[2,3-d]pyrimidin-4-yl)furan-2-carbohydrazide). As a reaction SMILES: Cl[C:2]1[C:3]2[CH:11]=[CH:10][NH:9][C:4]=2[N:5]=[C:6]([NH2:8])[N:7]=1.[O:12]1[CH:16]=[CH:15][CH:14]=[C:13]1[C:17]([NH:19][NH2:20])=[O:18]>C(O)CCC>[NH2:8][C:6]1[N:7]=[C:2]([NH:20][NH:19][C:17]([C:13]2[O:12][CH:16]=[CH:15][CH:14]=2)=[O:18])[C:3]2[CH:11]=[CH:10][NH:9][C:4]=2[N:5]=1. Reported procedure: 4-Chloro-7H-pyrrolo[2,3-d]pyrimidin-2-amine (0.5 g, 2 96 mmol) and 2-furoic acid hydrazide (0.76 g, 6.0 mmol) are taken into 30 mL of n-butanol. The mixture is stirred at 120° C. under N2 for 2 h. The solvent is evaporated in vacuum and the residue is triturated with water and filtered to afford compound N′-(2-amino-7H-pyrrolo[2,3-d]pyrimidin-4-yl)furan-2-carbohydrazide: LC/MS (M+1=259.32). This material is used in the next step without further purification. The reactants are ClC(Cl)Cl, O=C(OO)c1cccc(Cl)c1, O=C(Nc1cccnc1)c1ccc(OC(F)F)c2oc3ccccc3c12. Yields the product O=C(c1ccc(OC(F)F)c2oc3ccccc3c12)[NH+]([O-])c1cccnc1. Reaction SMILES: [CH:38]([Cl:39])([Cl:40])[Cl:41].[Cl:27][c:28]1[cH:29][cH:30][cH:31][c:32]([C:33]([O:34][OH:36])=[O:35])[cH:37]1.[n:1]1[cH:2][c:3]([NH:7][C:8](=[O:9])[c:10]2[cH:11][cH:12][c:13]([O:23][CH:24]([F:25])[F:26])[c:14]3[o:15][c:16]4[c:17]([c:18]23)[cH:19][cH:20][cH:21][cH:22]4)[cH:4][cH:5][cH:6]1>>[n:1]1[cH:2][c:3]([NH+:7]([C:8](=[O:9])[c:10]2[cH:11][cH:12][c:13]([O:23][CH:24]([F:25])[F:26])[c:14]3[o:15][c:16]4[c:17]([c:18]23)[cH:19][cH:20][cH:21][cH:22]4)[O-:35])[cH:4][cH:5][cH:6]1. The reactants are C(C1=CC=CC=C1)OC=1C=C(C=CC1[N+](=O)[O-])O (3-benzyloxy-4-nitrophenol), C(C)(C)(C)[Si](Cl)(C)C (t-butyldimethychlorosilane), N1C=NC=C1 (imidazole), CN(C)C1=NC=CC=C1 (dimethylaminopyridine). Solvent: CN(C)C=O (DMF), CCOC(=O)C (EtOAc). The product is C(C1=CC=CC=C1)OC=1C=C(O[Si](C)(C)C(C)(C)C)C=CC1[N+](=O)[O-] ((3-Benzyloxy-4-nitrophenoxy)-tert-butyldimethylsilane). Reaction SMILES: [CH2:1]([O:8][C:9]1[CH:10]=[C:11]([OH:18])[CH:12]=[CH:13][C:14]=1[N+:15]([O-:17])=[O:16])[C:2]1[CH:7]=[CH:6][CH:5]=[CH:4][CH:3]=1.[C:19]([Si:23]([CH3:26])([CH3:25])Cl)([CH3:22])([CH3:21])[CH3:20].N1C=CN=C1.CN(C1C=CC=CN=1)C>CN(C=O)C.CCOC(C)=O>[CH2:1]([O:8][C:9]1[CH:10]=[C:11]([CH:12]=[CH:13][C:14]=1[N+:15]([O-:17])=[O:16])[O:18][Si:23]([C:19]([CH3:22])([CH3:21])[CH3:20])([CH3:26])[CH3:25])[C:2]1[CH:3]=[CH:4][CH:5]=[CH:6][CH:7]=1. Procedure: A solution of 3-benzyloxy-4-nitrophenol (EP application 095121) (6.3 g, 25.7 mmol), t-butyldimethychlorosilane (5.81 g, 38.6 mmol), imidazole (3.5 g, 51.4 mmol), and dimethylaminopyridine (2-3 mg) in DMF (20 mL) is stirred 18 h. The solution is poured into EtOAc and extracted once with water and five times with brine. The organic phase is dried, filtered, and concentrated to afford the title compound: 1H NMR (CDCl3δ 7.73 (d, J=9.1 Hz, 1H), 7.21 (m, 5H), 6.31 (d, J=2.5 Hz, 1H), 6.26 (dd, J=8.8, 2... Starting materials: C(C)(C)C1NCCN2C1=CC=1C=CC(=CC21)SC (1-isopropyl-7-(methylthio)-1,2,3,4-tetrahydropyrazino[1,2-a]indole), ClC1=NC=CC(=N1)C(F)(F)F (2-chloro-4-(trifluoromethyl)pyrimidine), CCN(C(C)C)C(C)C (DIEA). The solvent is CC(C)O (iPrOH). Reaction conditions: temperature 100 celsius, time 4 hour. The product is C(C)(C)C1N(CCN2C1=CC=1C=CC(=CC21)SC)C2=NC=CC(=N2)C(F)(F)F (1-isopropyl-7-(methylthio)-2-(4-(trifluoromethyl)pyrimidin-2-yl)-1,2,3,4-tetrahydropyrazino[1,2-a]indole). Isolated yield 58.3%. As a reaction SMILES: [CH:1]([CH:4]1[C:9]2=[CH:10][C:11]3[CH:12]=[CH:13][C:14]([S:17][CH3:18])=[CH:15][C:16]=3[N:8]2[CH2:7][CH2:6][NH:5]1)([CH3:3])[CH3:2].Cl[C:20]1[N:25]=[C:24]([C:26]([F:29])([F:28])[F:27])[CH:23]=[CH:22][N:21]=1.CCN(C(C)C)C(C)C>CC(O)C>[CH:1]([CH:4]1[C:9]2=[CH:10][C:11]3[CH:12]=[CH:13][C:14]([S:17][CH3:18])=[CH:15][C:16]=3[N:8]2[CH2:7][CH2:6][N:5]1[C:20]1[N:25]=[C:24]([C:26]([F:29])([F:28])[F:27])[CH:23]=[CH:22][N:21]=1)([CH3:3])[CH3:2]. Procedure details: To a solution of 1-isopropyl-7-(methylthio)-1,2,3,4-tetrahydropyrazino[1,2-a]indole (50 mg, 0.19 mmol) in iPrOH (2 mL) was added 2-chloro-4-(trifluoromethyl)pyrimidine (105 mg, 0.58 mmol) and DIEA (185 mg, 0.96 mmol). The mixture was stirred at 100° C. for 4 h. The mixture was concentrated under vacuum and the residue was purified by preparative TLC to afford 1-isopropyl-7-(methylthio)-2-(4-(trifluoromethyl)pyrimidin-2-yl)-1,2,3,4-tetrahydropyrazino[1,2-a]indole (45 mg, 57.7% yield) as a yellow ... Reactants: ClC1=CC2=C(N(C(N2)=O)C(C)C)C=C1 (5-Chloro-1-isopropylbenzimidazol-2-one), P(=O)(Cl)(Cl)Cl (phosphorus oxychloride), ice water. The product is ClC1=NC2=C(N1C(C)C)C=CC(=C2)Cl (2,5-dichloro-1-isopropylbenzimidazole). Yield: 82.9%. Reaction SMILES: [Cl:1][C:2]1[CH:14]=[CH:13][C:5]2[N:6]([CH:10]([CH3:12])[CH3:11])[C:7](=O)[NH:8][C:4]=2[CH:3]=1.P(Cl)(Cl)([Cl:17])=O>>[Cl:17][C:7]1[N:6]([CH:10]([CH3:12])[CH3:11])[C:5]2[CH:13]=[CH:14][C:2]([Cl:1])=[CH:3][C:4]=2[N:8]=1. Reported procedure: 5-Chloro-1-isopropylbenzimidazol-2-one (81 g) in phosphorus oxychloride (207 g) was refluxed for 1 hour. The mixture was left to stand for cooling and then the reaction mixture was poured into ice-water and extracted with ethyl acetate. The ethyl acetate layer was washed with an aqueous sodium hydroxide solution, water and dried over anhydrous magnesium sulfate and then the solvent was distilled off under reduced pressure. To the residue was added acetonitrile (400 ml) and the insoluble material...